The task is: describe an organic reaction: reactants, conditions, products, and yield. This data is from the Open Reaction Database (ORD), a public repository of structured organic reaction records. Starting materials: BrCC(C(C)(C)C)=O (1-bromo-3,3-dimethyl-butan-2-one), CN(C1=CC=C(C=NN2C(=NC=C2)CCC2=CC=CC=C2)C=C1)C (1-[[p-(dimethylamino)-benzylidene]amino]-2-(phenylethyl)imidazole). Reported procedure: 8.0 g of 1-bromo-3,3-dimethyl-butan-2-one are added to 0.64 g of 1-[[p-(dimethylamino)-benzylidene]amino]-2-(phenylethyl)imidazole in 60 ml of acetonitrile. After stirring for 24 hours, the product is removed by filtration. There is obtained 3-[p-(dimethylamino)benzylidene]amino]-2-(phenylethyl)-1-(pivaloylmethyl)imidazolium bromide of melting point 231°. As a reaction SMILES: [Br:1][CH2:2][C:3](=[O:8])[C:4]([CH3:7])([CH3:6])[CH3:5].CN(C)C1C=CC(C=N[N:17]2[CH:21]=[CH:20][N:19]=[C:18]2[CH2:22][CH2:23][C:24]2[CH:29]=[CH:28][CH:27]=[CH:26][CH:25]=2)=CC=1>C(#N)C>[Br-:1].[C:24]1([CH2:23][CH2:22][C:18]2[NH:17][CH:21]=[CH:20][N+:19]=2[CH2:2][C:3](=[O:8])[C:4]([CH3:7])([CH3:6])[CH3:5])[CH:25]=[CH:26][CH:27]=[CH:28][CH:29]=1 |f:3.4|. Conditions: time 24 hour. The product is [Br-].C1(=CC=CC=C1)CCC1=[N+](C=CN1)CC(C(C)(C)C)=O (2-(phenylethyl)-1-(pivaloylmethyl)imidazolium bromide). The solvent is C(C)#N (acetonitrile). Starting materials: CC(C)c1nc[nH]c1-c1ccccc1, Cc1ccccc1, C=COCC, [Na+], [OH-], O=C(O)C(Cl)Cl. Yields the product CCOC(C)n1cnc(C(C)C)c1-c1ccccc1. Reaction SMILES: [CH3:1][CH:2]([CH3:3])[c:4]1[n:5][cH:6][nH:7][c:8]1-[c:9]1[cH:10][cH:11][cH:12][cH:13][cH:14]1.[CH3:28][c:29]1[cH:30][cH:31][cH:32][cH:33][cH:34]1.[CH:21](=[CH2:22])[O:23][CH2:24][CH3:25].[Na+:27].[OH-:26].[OH:15][C:16]([CH:17]([Cl:18])[Cl:19])=[O:20]>>[CH3:1][CH:2]([CH3:3])[c:4]1[n:5][cH:6][n:7]([CH:21]([CH3:22])[O:23][CH2:24][CH3:25])[c:8]1-[c:9]1[cH:10][cH:11][cH:12][cH:13][cH:14]1. Reactants: C=C(C)OC, CS(=O)(=O)O, CCCC(=O)NC1c2ccccc2CC1O. Product: CCCC(=O)N1C2c3ccccc3CC2OC1(C)C. RXN SMILES: [CH3:17][O:18][C:19](=[CH2:20])[CH3:21].[CH3:22][S:23](=[O:24])(=[O:25])[OH:26].[OH:1][CH:2]1[CH:3]([NH:11][C:12]([CH2:13][CH2:14][CH3:15])=[O:16])[c:4]2[cH:5][cH:6][cH:7][cH:8][c:9]2[CH2:10]1>>[O:1]1[CH:2]2[CH:3]([c:4]3[cH:5][cH:6][cH:7][cH:8][c:9]3[CH2:10]2)[N:11]([C:12]([CH2:13][CH2:14][CH3:15])=[O:16])[C:19]1([CH3:20])[CH3:21]. Reactants: Cl.CN(CCCN=C=NCC)C (1-(3-dimethylaminopropyl)-3-ethylcarbodiimide hydrochloride), ON1N=NC2=C1C=CC=C2 (1-hydroxybenzotriazole), COC1=C(C=CC=C1)N1CCNCC1 (1-(2-methoxyphenyl)piperazine), S1CCCC2=CC=CC(=C12)OCCC(=O)O (3-[(thiochroman-8-yl)oxy]propionic acid). Run in CN(C=O)C (dimethylformamide). Conditions: time 24 hour. Product: COC1=C(C=CC=C1)N1CCN(CC1)C(CCOC=1C=CC=C2CCCSC12)=O (8-{{3-[4-(2-methoxyphenyl)piperazin-1-yl]-3-oxopropyl}oxy}thiochroman). As a reaction SMILES: [S:1]1[C:10]2[C:5](=[CH:6][CH:7]=[CH:8][C:9]=2[O:11][CH2:12][CH2:13][C:14]([OH:16])=O)[CH2:4][CH2:3][CH2:2]1.Cl.CN(C)CCCN=C=NCC.ON1C2C=CC=CC=2N=N1.[CH3:39][O:40][C:41]1[CH:46]=[CH:45][CH:44]=[CH:43][C:42]=1[N:47]1[CH2:52][CH2:51][NH:50][CH2:49][CH2:48]1>CN(C)C=O>[CH3:39][O:40][C:41]1[CH:46]=[CH:45][CH:44]=[CH:43][C:42]=1[N:47]1[CH2:52][CH2:51][N:50]([C:14](=[O:16])[CH2:13][CH2:12][O:11][C:9]2[CH:8]=[CH:7][CH:6]=[C:5]3[C:10]=2[S:1][CH2:2][CH2:3][CH2:4]3)[CH2:49][CH2:48]1 |f:1.2|. Procedure: Under argon, 110 mg (4.61×10-4 mol) of 3-[(thiochroman-8-yl)oxy]propionic acid (Indian Journal of Chemistry (1977) 15 pp. 715-719) are dissolved in 1.5 cm3 of dimethylformamide. The flask is cooled in an ice-bath. 100 mg (5.07×10-4 mol) of 1-(3-dimethylaminopropyl)-3-ethylcarbodiimide hydrochloride, 71 mg (4.61×10-4 mol) of 1-hydroxybenzotriazole and 100 mg (5.07×10-4 mol) of 1-(2-methoxyphenyl)piperazine are added. The mixture is allowed to come gradually to room temperature. After 24 hours, th... Reactants: COC1=C(C=CC=C1OC)O (2,3-dimethoxyphenol), [N-]=[N+]=[N-].[Na+] (sodium azide), N#CBr (cyanogen bromide), CCOCC (ether). Solvent: O (water), C(C)N(CC)CC (triethylamine). Yields the product COC1=C(OC2=NN=NN2)C=CC=C1OC (5-(2,3-Dimethoxyphenoxy)-1H-tetrazole). RXN SMILES: [CH3:1][O:2][C:3]1[C:8]([O:9][CH3:10])=[CH:7][CH:6]=[CH:5][C:4]=1[OH:11].[N:12]#[C:13]Br.CCOCC.[N-:20]=[N+:21]=[N-:22].[Na+]>O.C(N(CC)CC)C>[CH3:1][O:2][C:3]1[C:8]([O:9][CH3:10])=[CH:7][CH:6]=[CH:5][C:4]=1[O:11][C:13]1[NH:12][N:22]=[N:21][N:20]=1 |f:3.4|. Procedure: To a stirred mixture of 50 g. of 2,3-dimethoxyphenol, 35 g. of cyanogen bromide and 300 ml. of ether, maintained at 10°-15° C., 47 ml. of triethylamine was added dropwise over a period of 30 minutes. A solution of 25 g. of sodium azide in 100 ml. of water was added rapidly and the mixture was heated under reflux with stirring for an hour.